From a dataset of the Open Reaction Database (ORD), a public repository of structured organic reaction records. describe an organic reaction: reactants, conditions, products, and yield Reactants: FC(C1=NN=C2N1C=C(C=C2)C2=CC=C(C=C2)C(C)(C)O)(F)F (2-(4-(3-(trifluoromethyl)-[1,2,4]triazolo[4,3-a]pyridin-6-yl)phenyl)propan-2-ol), [H-].[Na+] (NaH), CI (MeI). The solvent is C1CCOC1 (THF). Conditions: time 8 hour. The product is COC(C)(C)C1=CC=C(C=C1)C=1C=CC=2N(C1)C(=NN2)C(F)(F)F (6-(4-(2-methoxypropan-2-yl)phenyl)-3-(trifluoromethyl)-[1,2,4]triazolo[4,3-a]pyridine). As a reaction SMILES: [F:1][C:2]([F:23])([F:22])[C:3]1[N:7]2[CH:8]=[C:9]([C:12]3[CH:17]=[CH:16][C:15]([C:18]([OH:21])([CH3:20])[CH3:19])=[CH:14][CH:13]=3)[CH:10]=[CH:11][C:6]2=[N:5][N:4]=1.[H-].[Na+].[CH3:26]I>C1COCC1>[CH3:26][O:21][C:18]([C:15]1[CH:16]=[CH:17][C:12]([C:9]2[CH:10]=[CH:11][C:6]3[N:7]([C:3]([C:2]([F:1])([F:22])[F:23])=[N:4][N:5]=3)[CH:8]=2)=[CH:13][CH:14]=1)([CH3:20])[CH3:19] |f:1.2|. Procedure: In a 10-mL cone-shaped flask equipped with a magnetic stir bar 2-(4-(3-(trifluoromethyl)-[1,2,4]triazolo[4,3-a]pyridin-6-yl)phenyl)propan-2-ol (28 mg) was dissolved in dry THF (1 mL) and NaH (60% suspension in mineral oil, 20 eq.) and MeI (50 eq.) were added. The reaction mixture was stirred overnight at room temperature. Extracted with water and EtOAc, organic layer dried over MgSO4, concentrated, and purified by chromatography (3% MeOH in methylene chloride). The desired 6-(4-(2-methoxypropan-... The reactants are CC(C)(C)OC(=O)N1CCCC(NC(=O)c2ccc(-c3csc(NC(=O)C4CCCN4C(=O)OCc4ccccc4)n3)cc2)C1, ClCCl, O=C(O)C(F)(F)F. Yields the product O=C(NC1CCCNC1)c1ccc(-c2csc(NC(=O)C3CCCN3C(=O)OCc3ccccc3)n2)cc1. Reaction SMILES: [C:1]([O:2][C:3](=[O:4])[N:8]1[CH2:9][CH:10]([NH:14][C:15]([c:16]2[cH:17][cH:18][c:19](-[c:22]3[n:23][c:24]([NH:27][C:28](=[O:29])[CH:30]4[N:31]([C:35](=[O:36])[O:37][CH2:38][c:39]5[cH:40][cH:41][cH:42][cH:43][cH:44]5)[CH2:32][CH2:33][CH2:34]4)[s:25][cH:26]3)[cH:20][cH:21]2)=[O:45])[CH2:11][CH2:12][CH2:13]1)([CH3:5])([CH3:6])[CH3:7].[Cl:46][CH2:47][Cl:48].[F:49][C:50]([F:51])([F:52])[C:53]([OH:54])=[O:55]>>[NH:8]1[CH2:9][CH:10]([NH:14][C:15]([c:16]2[cH:17][cH:18][c:19](-[c:22]3[n:23][c:24]([NH:27][C:28](=[O:29])[CH:30]4[N:31]([C:35](=[O:36])[O:37][CH2:38][c:39]5[cH:40][cH:41][cH:42][cH:43][cH:44]5)[CH2:32][CH2:33][CH2:34]4)[s:25][cH:26]3)[cH:20][cH:21]2)=[O:45])[CH2:11][CH2:12][CH2:13]1. The reactants are CO, CO, COC(=O)c1ccc(CO)cc1O, C[O-], Cl, NO, [Na+], O. Yields the product O=C(NO)c1ccc(CO)cc1O. RXN SMILES: [CH3:17][OH:18].[CH3:19][OH:20].[CH3:1][O:2][C:3]([c:4]1[c:5]([OH:12])[cH:6][c:7]([CH2:10][OH:11])[cH:8][cH:9]1)=[O:13].[CH3:21][O-:22].[ClH:14].[NH2:15][OH:16].[Na+:23].[OH2:24]>>[O:2]=[C:3]([c:4]1[c:5]([OH:12])[cH:6][c:7]([CH2:10][OH:11])[cH:8][cH:9]1)[NH:15][OH:16]. Reactants: C(CCC)OC(=O)C=1NC(C2=CC=C(C=C2C1O)OC1=CC2=C(OCO2)C=C1)=O (6-(benzo[1,3]dioxol-5-yloxy)-4-hydroxy-1-oxo-1,2-dihydro-isoquinoline-3-carboxylic acid butyl ester), P(=O)(Br)(Br)Br (POBr3). Product: C(CCC)OC(=O)C=1N=C(C2=CC=C(C=C2C1O)OC1=CC2=C(OCO2)C=C1)Br (6-(Benzo[1,3]dioxol-5-yloxy)-1-bromo-4-hydroxy-isoquinoline-3-carboxylic acid butyl ester). As a reaction SMILES: [CH2:1]([O:5][C:6]([C:8]1[NH:9][C:10](=O)[C:11]2[C:16]([C:17]=1[OH:18])=[CH:15][C:14]([O:19][C:20]1[CH:28]=[CH:27][C:23]3[O:24][CH2:25][O:26][C:22]=3[CH:21]=1)=[CH:13][CH:12]=2)=[O:7])[CH2:2][CH2:3][CH3:4].P(Br)(Br)([Br:32])=O>>[CH2:1]([O:5][C:6]([C:8]1[N:9]=[C:10]([Br:32])[C:11]2[C:16]([C:17]=1[OH:18])=[CH:15][C:14]([O:19][C:20]1[CH:28]=[CH:27][C:23]3[O:24][CH2:25][O:26][C:22]=3[CH:21]=1)=[CH:13][CH:12]=2)=[O:7])[CH2:2][CH2:3][CH3:4]. Procedure: Prepared in analogy to example 31f from 6-(benzo[1,3]dioxol-5-yloxy)-4-hydroxy-1-oxo-1,2-dihydro-isoquinoline-3-carboxylic acid butyl ester and POBr3. ESI MS (m/z): 460 (M+H)+.